Dataset: the Open Reaction Database (ORD), a public repository of structured organic reaction records. Task: describe an organic reaction: reactants, conditions, products, and yield Reactants: BrC=1C=C(C(=CC1)NCCN1CCOCC1)N (4-bromo-N1-(2-morpholin-4-yl-ethyl)-benzene-1,2-diamine), C(=O)(O)[O-].[Na+] (NaHCO3), [OH-].[Na+] (NaOH), ClC(=O)OC1=CC=CC=C1 (phenyl chloroformate). The solvent is CO (methanol), O (water). Reaction conditions: time 8 hour. Product: BrC1=CC2=C(N(C(N2)=O)CCN2CCOCC2)C=C1 (5-bromo-1-(2-morpholin-4-yl-ethyl)-1,3-dihydro-benzoimidazol-2-one). RXN SMILES: [Br:1][C:2]1[CH:3]=[C:4]([NH2:17])[C:5]([NH:8][CH2:9][CH2:10][N:11]2[CH2:16][CH2:15][O:14][CH2:13][CH2:12]2)=[CH:6][CH:7]=1.[C:18]([O-])(O)=[O:19].[Na+].ClC(OC1C=CC=CC=1)=O.[OH-].[Na+]>CO.O>[Br:1][C:2]1[CH:7]=[CH:6][C:5]2[N:8]([CH2:9][CH2:10][N:11]3[CH2:16][CH2:15][O:14][CH2:13][CH2:12]3)[C:18](=[O:19])[NH:17][C:4]=2[CH:3]=1 |f:1.2,4.5|. Reported procedure: In a 500-mL round-bottomed flask, mix 4-bromo-N1-(2-morpholin-4-yl-ethyl)-benzene-1,2-diamine 13.25 g, 44.1 mmol), NaHCO3 (5.4 g, 66.2 mmol), water (50 mL) and methanol (250 mL). Slowly add phenyl chloroformate (8.3 mL,66.2 mmol). Stirr the reaction for 1 h at room temperature and then add 5N NaOH (20 mL) and stir overnight at room temperature. Collect the solid by vacuum filtration and wash with methanol. HPLC (ISO60-10M) t=1.42 (97%), MS (ES) 326 (M+1). Reactants: CN(/C=C/C(=O)C1=NN(C=CC1=O)C1=CC(=CC=C1)C(F)(F)F)C (3-((E)-3-Dimethylamino-acryloyl)-1-(3-trifluoromethyl-phenyl)-1H-pyridazin-4-one), CC1=C(C=C(C=C1)C)NN (2,5-dimethyl-phenylhydrazine), Cl (HCl). Product: CC1=C(C=C(C=C1)C)N1N=CC=C1C1=NN(C=CC1=O)C1=CC(=CC=C1)C(F)(F)F (3-[2-(2,5-Dimethyl-phenyl)-2H-pyrazol-3-yl]-1-(3-trifluoromethyl-phenyl)-1H-pyridazin-4-one). Yield: 88.0%. Reaction SMILES: C[N:2](C)/[CH:3]=[CH:4]/[C:5]([C:7]1[C:12](=[O:13])[CH:11]=[CH:10][N:9]([C:14]2[CH:19]=[CH:18][CH:17]=[C:16]([C:20]([F:23])([F:22])[F:21])[CH:15]=2)[N:8]=1)=O.[CH3:25][C:26]1[CH:31]=[CH:30][C:29]([CH3:32])=[CH:28][C:27]=1[NH:33]N.Cl>>[CH3:25][C:26]1[CH:31]=[CH:30][C:29]([CH3:32])=[CH:28][C:27]=1[N:33]1[C:5]([C:7]2[C:12](=[O:13])[CH:11]=[CH:10][N:9]([C:14]3[CH:19]=[CH:18][CH:17]=[C:16]([C:20]([F:23])([F:22])[F:21])[CH:15]=3)[N:8]=2)=[CH:4][CH:3]=[N:2]1. Procedure details: The product was obtained starting from 3-((E)-3-Dimethylamino-acryloyl)-1-(3-trifluoromethyl-phenyl)-1H-pyridazin-4-one (A-3) and 2,5-dimethyl-phenylhydrazine×HCl according to the method described for Example 1 in 88% yield. MS: M=411.1 (M+H)+ Reactants: O=C1CCC(N2Cc3c(OCc4ccc(CBr)cc4)cccc3C2=O)C(=O)N1, CC#N, CCN(C(C)C)C(C)C, c1ccc2c(c1)NCCO2. As a reaction SMILES: [Br:1][CH2:2][c:3]1[cH:4][cH:5][c:6]([CH2:7][O:8][c:9]2[c:10]3[c:14]([cH:15][cH:16][cH:17]2)[C:13](=[O:18])[N:12]([CH:19]2[C:20](=[O:26])[NH:21][C:22](=[O:25])[CH2:23][CH2:24]2)[CH2:11]3)[cH:27][cH:28]1.[CH3:48][C:49]#[N:50].[CH:39]([N:40]([CH2:41][CH3:42])[CH:43]([CH3:44])[CH3:45])([CH3:46])[CH3:47].[O:29]1[c:30]2[c:31]([cH:35][cH:36][cH:37][cH:38]2)[NH:32][CH2:33][CH2:34]1>>[CH2:2]([c:3]1[cH:4][cH:5][c:6]([CH2:7][O:8][c:9]2[c:10]3[c:14]([cH:15][cH:16][cH:17]2)[C:13](=[O:18])[N:12]([CH:19]2[C:20](=[O:26])[NH:21][C:22](=[O:25])[CH2:23][CH2:24]2)[CH2:11]3)[cH:27][cH:28]1)[N:32]1[c:31]2[c:30]([cH:38][cH:37][cH:36][cH:35]2)[O:29][CH2:34][CH2:33]1. The product is O=C1CCC(N2Cc3c(OCc4ccc(CN5CCOc6ccccc65)cc4)cccc3C2=O)C(=O)N1. The reactants are C(CCC)OC(=O)C=1N=C(C2=CC=C(C=C2C1O)SC1=CC=CC=C1)Cl (1-chloro-4-hydroxy-6-phenylsulfanyl-isoquinoline-3-carboxylic acid butyl ester), NCC(=O)O (glycine), C[O-].[Na+] (sodium methylate). Yields the product ClC1=NC(=C(C2=CC(=CC=C12)SC1=CC=CC=C1)O)C(=O)NCC(=O)O ([(1-Chloro-4-hydroxy-6-phenylsulfanyl-isoquinoline-3-carbonyl)-amino]-acetic acid). As a reaction SMILES: C(O[C:6]([C:8]1[N:9]=[C:10]([Cl:26])[C:11]2[C:16]([C:17]=1[OH:18])=[CH:15][C:14]([S:19][C:20]1[CH:25]=[CH:24][CH:23]=[CH:22][CH:21]=1)=[CH:13][CH:12]=2)=[O:7])CCC.[NH2:27][CH2:28][C:29]([OH:31])=[O:30].C[O-].[Na+]>>[Cl:26][C:10]1[C:11]2[C:16](=[CH:15][C:14]([S:19][C:20]3[CH:25]=[CH:24][CH:23]=[CH:22][CH:21]=3)=[CH:13][CH:12]=2)[C:17]([OH:18])=[C:8]([C:6]([NH:27][CH2:28][C:29]([OH:31])=[O:30])=[O:7])[N:9]=1 |f:2.3|. Procedure: 194 mg of 1-chloro-4-hydroxy-6-phenylsulfanyl-isoquinoline-3-carboxylic acid butyl ester (0.5 mmol) were reacted with glycine and sodium methylate analogously to Example D-1 g). 155 mg of the title compound were obtained; 1H NMR (DMSO-d6): δ=9.19 (t, 1H), 8.18 (d, 1H), 7.52 to 7.79 (m, 7H), 4.00 (d, 2H). Reactants: CN(C)C=O (DMF), C(CCC)OCCOC1=CC=C(C=C1)C=1C=CC2=C(C=C(CCN2CC2=C(C=CC(=C2)OC)OC)C(=O)O)C1 (7-(4-butoxyethoxyphenyl)-1-(2,5-dimethoxybenzyl)-2,3-dihydro-1-benzazepine-4-carboxylic acid), S(=O)(Cl)Cl (thionyl chloride). Run in O1CCCC1 (tetrahydrofuran). Conditions: time 1 hour. Yields the product C(CCC)OCCOC1=CC=C(C=C1)C=1C=CC2=C(C=C(CCN2CC2=C(C=CC(=C2)OC)OC)C(=O)NC2=CC=C(C=C2)CN(C2CCOCC2)C)C1 (7-(4-butoxyethoxyphenyl)-1-(2,5-dimethoxybenzyl)-N-[4-[[N-methyl-N-(tetrahydropyran-4-yl)amino]methyl]phenyl]-2,3-dihydro-1-benzazepine-4-carboxamide). As a reaction SMILES: [CH3:1][N:2]([CH:4]=O)[CH3:3].[CH2:6]([O:10][CH2:11][CH2:12][O:13][C:14]1[CH:19]=[CH:18][C:17]([C:20]2[CH:21]=[CH:22][C:23]3[N:29]([CH2:30][C:31]4[CH:36]=[C:35]([O:37][CH3:38])[CH:34]=[CH:33][C:32]=4[O:39][CH3:40])[CH2:28][CH2:27][C:26]([C:41]([OH:43])=O)=[CH:25][C:24]=3[CH:44]=2)=[CH:16][CH:15]=1)[CH2:7][CH2:8][CH3:9].S(Cl)(Cl)=O>O1CCCC1>[CH2:6]([O:10][CH2:11][CH2:12][O:13][C:14]1[CH:19]=[CH:18][C:17]([C:20]2[CH:21]=[CH:22][C:23]3[N:29]([CH2:30][C:31]4[CH:36]=[C:35]([O:37][CH3:38])[CH:34]=[CH:33][C:32]=4[O:39][CH3:40])[CH2:28][CH2:27][C:26]([C:41]([NH:29][C:23]4[CH:24]=[CH:44][C:20]([CH2:4][N:2]([CH3:1])[CH:3]5[CH2:12][CH2:11][O:10][CH2:6][CH2:7]5)=[CH:21][CH:22]=4)=[O:43])=[CH:25][C:24]=3[CH:44]=2)=[CH:16][CH:15]=1)[CH2:7][CH2:8][CH3:9]. Procedure details: One droplet of DMF was added to a solution of 7-(4-butoxyethoxyphenyl)-1-(2,5-dimethoxybenzyl)-2,3-dihydro-1-benzazepine-4-carboxylic acid (200 mg) in tetrahydrofuran (10 ml). Then, thionyl chloride (134 mg) was added at 0° C., the temperature was returned to room temperature, and the mixture was stirred under nitrogen atmosphere for 1 hour. The solvent and excess thionyl chloride were evaporated under reduced pressure, the resulting residue was suspended in tetrahydrofuran (30 ml), and the susp... Reactants: O=C1NC=CC=C1CN1CCC(CC1)CCC=1C(=NC=CC1)Cl (1-[(2-oxo-1,2-dihydro-3-pyridinyl)methyl]-4-(2-(2-chloro-3-pyridyl)ethyl]piperidine), C[S-].[Na+] (sodium thiomethoxide), O (Water). Solvent: CN1C(CCC1)=O (1-methyl-2-pyrrolidinone). Conditions: temperature 150 celsius, time 2 hour. Product: O=C1NC=CC=C1CN1CCC(CC1)CCC=1C(=NC=CC1)SC (1-[(2-Oxo-1,2-dihydro-3-pyridinyl)methyl]-4-[2-(2-methylthio-3-pyridyl)ethyl]piperidine). Yield: 11.5%. Reaction SMILES: [O:1]=[C:2]1[C:7]([CH2:8][N:9]2[CH2:14][CH2:13][CH:12]([CH2:15][CH2:16][C:17]3[C:18](Cl)=[N:19][CH:20]=[CH:21][CH:22]=3)[CH2:11][CH2:10]2)=[CH:6][CH:5]=[CH:4][NH:3]1.[CH3:24][S-:25].[Na+].O>CN1CCCC1=O>[O:1]=[C:2]1[C:7]([CH2:8][N:9]2[CH2:14][CH2:13][CH:12]([CH2:15][CH2:16][C:17]3[C:18]([S:25][CH3:24])=[N:19][CH:20]=[CH:21][CH:22]=3)[CH2:11][CH2:10]2)=[CH:6][CH:5]=[CH:4][NH:3]1 |f:1.2|. Procedure: 168 mg of 1-[(2-oxo-1,2-dihydro-3-pyridinyl)methyl]-4-(2-(2-chloro-3-pyridyl)ethyl]piperidine obtained in Example 117 and 354 mg of sodium thiomethoxide were suspended in 5 ml of 1-methyl-2-pyrrolidinone, and the mixture was stirred at 150° C. for 2 hours. Water was added to the reaction solution, and the mixture was extracted with ethyl acetate. The organic layer was washed with brine, and then dried over anhydrous magnesium sulfate. The solvent was evaporated, and the crude product was purifie...